This data is from the Open Reaction Database (ORD), a public repository of structured organic reaction records. The task is: describe an organic reaction: reactants, conditions, products, and yield The reactants are O1C(CCCCC(C)C)C1CCCCCCCCCC (7,8-Epoxy-2-methyloctadecane), CC(CCCCC=C)C (7-methyl-1-octene), C=CCCCCCCCCCC (1-dodecene). Product: CC(C)CCCCC=CCCCCCCCCCC (2-methyl-7-octadecene). As a reaction SMILES: O1[CH:10]([CH2:11][CH2:12][CH2:13][CH2:14][CH2:15][CH2:16][CH2:17][CH2:18][CH2:19][CH3:20])[CH:2]1[CH2:3][CH2:4][CH2:5][CH2:6][CH:7]([CH3:9])[CH3:8].CC(C)CCCCC=C.C=CCCCCCCCCCC>>[CH3:9][CH:7]([CH2:6][CH2:5][CH2:4][CH2:3][CH:2]=[CH:10][CH2:11][CH2:12][CH2:13][CH2:14][CH2:15][CH2:16][CH2:17][CH2:18][CH2:19][CH3:20])[CH3:8]. Procedure details: 7,8-Epoxy-2-methyloctadecane is economically prepared by a metathesis reaction of 7-methyl-1-octene and 1-dodecene to form 2-methyl-7-octadecene which is then epoxidized to give the desired product. Starting materials: C([O-])(O)=O.[Na+] (sodium bicarbonate), ClC1=C(OC2=C(C=C(C=C2)N)F)C=C(C=C1)Cl (4-(2,5-Dichloro-phenoxy)-3-fluoro-phenylamine), C(=S)(Cl)Cl (thiophosgene). Run in C(Cl)(Cl)Cl (chloroform), C(Cl)(Cl)Cl (chloroform). Run at time 1 hour. The product is ClC1=C(OC2=C(C=C(C=C2)N=C=S)F)C=C(C=C1)Cl (4-(2,5-Dichloro-phenoxy)-3-fluoro-phenylisothiocyanate). The yield is 97.4%. As a reaction SMILES: [Cl:1][C:2]1[CH:16]=[CH:15][C:14]([Cl:17])=[CH:13][C:3]=1[O:4][C:5]1[CH:10]=[CH:9][C:8]([NH2:11])=[CH:7][C:6]=1[F:12].C(=O)(O)[O-].[Na+].[C:23](Cl)(Cl)=[S:24]>C(Cl)(Cl)Cl>[Cl:1][C:2]1[CH:16]=[CH:15][C:14]([Cl:17])=[CH:13][C:3]=1[O:4][C:5]1[CH:10]=[CH:9][C:8]([N:11]=[C:23]=[S:24])=[CH:7][C:6]=1[F:12] |f:1.2|. Procedure: 4-(2,5-Dichloro-phenoxy)-3-fluoro-phenylamine (1.36 g, 5 mmol) was dissolved in 150 ml of chloroform and 100 ml of saturated aqueous sodium bicarbonate was added. To this biphasic mixture was added dropwise a solution of thiophosgene (0.39 ml, 5 mmol) in 30 ml of chloroform at room temperature with vigorous stirring. The mixture was stirred vigorously for 1 hour at room temperature. The bottom layer of the mixture was separated, and the aqueous layer was extracted twice with CHCl3. The combined ... Reactants: CSC1=C(C=C(S1)C(=O)OC)NC1=CC=C(C=C1)C1=CC=CC=C1 (Methyl 5-methylthio-4-[(4-phenylphenyl)amino]thiophene-2-carboxylate), NC=1C=C(SC1C)C(=S)OC (methyl 4-amino-5-methylthiothiophene-2-carboxylate), C1(=CC=CC=C1)C1=CC=C(C=C1)B(O)O (4-phenylphenyl boronic acid). Product: C1(=CC=CC=C1)C1=CC=C(C=C1)NC=1C=C(SC1C)C(=S)OC (methyl 4-[(4-phenylphenyl)amino]-5-methylthiothiophene-2-carboxylate). Yield: 19.1%. RXN SMILES: CSC1SC(C(OC)=O)=CC=1N[C:13]1[CH:18]=[CH:17][C:16]([C:19]2[CH:24]=[CH:23][CH:22]=[CH:21][CH:20]=2)=[CH:15][CH:14]=1.[NH2:25][C:26]1[CH:27]=[C:28]([C:32]([O:34][CH3:35])=[S:33])[S:29][C:30]=1[CH3:31].C1(C2C=CC(B(O)O)=CC=2)C=CC=CC=1>>[C:16]1([C:19]2[CH:20]=[CH:21][C:22]([NH:25][C:26]3[CH:27]=[C:28]([C:32]([O:34][CH3:35])=[S:33])[S:29][C:30]=3[CH3:31])=[CH:23][CH:24]=2)[CH:17]=[CH:18][CH:13]=[CH:14][CH:15]=1. Procedure details: Methyl 5-methylthio-4-[(4-phenylphenyl)amino]thiophene-2-carboxylate: Using a procedure similar to Example 208, step (a), 74.4 mg (0.36 mmol) of methyl 4-amino-5-methylthiothiophene-2-carboxylate was allowed to react with 142.5 mg (2 equiv, 0.72 mmol) of 4-phenylphenyl boronic acid to give 24.5 mg (19.1%) of methyl 4-[(4-phenylphenyl)amino]-5-methylthiothiophene-2-carboxylate. 1H NMR (CDCl3, 400 MHz) δ 2.45 (s, 3H), 3.92 (s, 3H), 6.38 (bs, 1H), 7.08-7.14 (m, 2H), 7.33 (m, 1H), 7.43-7.46 (m, 2H),... The solvent is CC(=O)C (acetone). Product: C(C(C)C)NC=1C=2N(N=C(C1)C1=CC=NC=C1)C(=CN2)C2=CC=C(C=O)C=C2 (4-[8-(Isobutylamino)-6-(pyridin-4-yl)imidazo[1,2-b]pyridazin-3-yl]benzaldehyde). Starting materials: O1C(OCC1)C1=CC=C(C=C1)C1=CN=C2N1N=C(C=C2NCC(C)C)C2=CC=NC=C2 (3-[4-(1,3-dioxolan-2-yl)phenyl]-N-isobutyl-6-(pyridin-4-yl)imidazo[1,2-b]pyridazin-8-amine), Cl (hydrochloric acid), C(O)([O-])=O (hydrogen carbonate). Yield: 72.6%. Reported procedure: To a solution of 63 mg (152 μmol) 3-[4-(1,3-dioxolan-2-yl)phenyl]-N-isobutyl-6-(pyridin-4-yl)imidazo[1,2-b]pyridazin-8-amine which was prepared according to intermediate example 13b, in 2.8 mL acetone were added 190 μL 4N hydrochloric acid and the mixture was stirred at 23° C. for 2 hours. Saturated hydrogen carbonate solution was added and the mixture was extracted with dichloromethane. The organic phase was dried over sodium sulfate. After filtration and removal of solvent the residue was puri... RXN SMILES: [O:1]1CCO[CH:2]1[C:6]1[CH:11]=[CH:10][C:9]([C:12]2[N:16]3[N:17]=[C:18]([C:26]4[CH:31]=[CH:30][N:29]=[CH:28][CH:27]=4)[CH:19]=[C:20]([NH:21][CH2:22][CH:23]([CH3:25])[CH3:24])[C:15]3=[N:14][CH:13]=2)=[CH:8][CH:7]=1.Cl.C(=O)([O-])O>CC(C)=O>[CH2:22]([NH:21][C:20]1[C:15]2[N:16]([C:12]([C:9]3[CH:8]=[CH:7][C:6]([CH:2]=[O:1])=[CH:11][CH:10]=3)=[CH:13][N:14]=2)[N:17]=[C:18]([C:26]2[CH:27]=[CH:28][N:29]=[CH:30][CH:31]=2)[CH:19]=1)[CH:23]([CH3:25])[CH3:24]. Reaction conditions: temperature 23 celsius, time 2 hour. Reactants: CC=1C(NC=CN1)=O (3-methylpyrazin-2(1H)-one), C(C1=CC=CC=C1)NC(=O)C1=C(N=C(S1)Br)C (N-benzyl-2-bromo-4-methylthiazole-5-carboxamide). The product is C(C1=CC=CC=C1)NC(=O)C1=C(N=C(S1)N1C(C(=NC=C1)C)=O)C (N-Benzyl-4-methyl-2-(3-methyl-2-oxopyrazin-1(2H)-yl)thiazole-5-carboxamide). Isolated yield 5.0%. As a reaction SMILES: [CH3:1][C:2]1[C:3](=[O:8])[NH:4][CH:5]=[CH:6][N:7]=1.[CH2:9]([NH:16][C:17]([C:19]1[S:23][C:22](Br)=[N:21][C:20]=1[CH3:25])=[O:18])[C:10]1[CH:15]=[CH:14][CH:13]=[CH:12][CH:11]=1>>[CH2:9]([NH:16][C:17]([C:19]1[S:23][C:22]([N:4]2[CH:5]=[CH:6][N:7]=[C:2]([CH3:1])[C:3]2=[O:8])=[N:21][C:20]=1[CH3:25])=[O:18])[C:10]1[CH:11]=[CH:12][CH:13]=[CH:14][CH:15]=1. Procedure details: Following the procedure as described in Example 3, making variations only as required to use 3-methylpyrazin-2(1H)-one in place of 4-aminopyridin-2(1H)-one to react with N-benzyl-2-bromo-4-methylthiazole-5-carboxamide, the title compound was obtained as a white solid in 5% yield: mp 186-187° C.; 1H NMR (300 MHz, CDCl3) δ 8.44 (s, 1H), 7.45-7.25 (m, 6H), 6.12 (s, 1H), 4.59 (d, J=5.7 Hz, 2H), 2.69 (s, 3H), 2.55 (s, 3H); 13C NMR (75 MHz, CDCl3) δ 161.6, 159.2, 153.4, 152.4, 152.0, 137.5, 128.8, 127...